This data is from the Open Reaction Database (ORD), a public repository of structured organic reaction records. The task is: describe an organic reaction: reactants, conditions, products, and yield Reactants: O=C(C=O)C1=CC=CC=C1 (oxo-phenyl-acetaldehyde), FC1=CC=C(CC=2N(C(=NN2)N)N)C=C1 (5-(4-fluoro-benzyl)-[1,2,4]triazole-3,4-diamine). Product: FC1=CC=C(CC2=NN=C3N2N=CC(=N3)C3=CC=CC=C3)C=C1 (3-(4-fluoro-benzyl)-7-phenyl-[1,2,4]triazolo[4,3-b][1,2,4]triazine). RXN SMILES: O=[C:2]([C:5]1[CH:10]=[CH:9][CH:8]=[CH:7][CH:6]=1)[CH:3]=O.[F:11][C:12]1[CH:25]=[CH:24][C:15]([CH2:16][C:17]2[N:18]([NH2:23])[C:19]([NH2:22])=[N:20][N:21]=2)=[CH:14][CH:13]=1>>[F:11][C:12]1[CH:25]=[CH:24][C:15]([CH2:16][C:17]2[N:18]3[N:23]=[CH:3][C:2]([C:5]4[CH:10]=[CH:9][CH:8]=[CH:7][CH:6]=4)=[N:22][C:19]3=[N:20][N:21]=2)=[CH:14][CH:13]=1. Procedure details: General procedure A was followed with the reaction of oxo-phenyl-acetaldehyde and 5-(4-fluoro-benzyl)-[1,2,4]triazole-3,4-diamine to provide 3-(4-fluoro-benzyl)-7-phenyl-[1,2,4]triazolo[4,3-b][1,2,4]triazine and the desired product 3-(4-fluoro-benzyl)-6-phenyl-[1,2,4]triazolo[4,3-b][1,2,4]triazine (example 4). Reactants: BrC1=C2C=NN(C2=CC(=C1)OC)C1OCCCC1 (4-bromo-6-methoxy-1-(tetrahydro-2H-pyran-2-yl)-1H-indazole), CN(C)C=O (DMF). The reagents and catalysts are [C-]#N.[C-]#N.[Zn+2] (Zn(CN)2), C=1C=CC(=CC1)[P](C=2C=CC=CC2)(C=3C=CC=CC3)[Pd]([P](C=4C=CC=CC4)(C=5C=CC=CC5)C=6C=CC=CC6)([P](C=7C=CC=CC7)(C=8C=CC=CC8)C=9C=CC=CC9)[P](C=1C=CC=CC1)(C=1C=CC=CC1)C=1C=CC=CC1 (Pd(PPh3)4). Reaction conditions: temperature 145 celsius. The product is COC=1C=C(C=2C=NN(C2C1)C1OCCCC1)C#N (6-methoxy-1-(tetrahydro-2H-pyran-2-yl)-1H-indazole-4-carbonitrile). Isolated yield 86.0%. Reaction SMILES: Br[C:2]1[CH:10]=[C:9]([O:11][CH3:12])[CH:8]=[C:7]2[C:3]=1[CH:4]=[N:5][N:6]2[CH:13]1[CH2:18][CH2:17][CH2:16][CH2:15][O:14]1.[CH3:19][N:20](C=O)C>[C-]#N.[C-]#N.[Zn+2].C1C=CC([P]([Pd]([P](C2C=CC=CC=2)(C2C=CC=CC=2)C2C=CC=CC=2)([P](C2C=CC=CC=2)(C2C=CC=CC=2)C2C=CC=CC=2)[P](C2C=CC=CC=2)(C2C=CC=CC=2)C2C=CC=CC=2)(C2C=CC=CC=2)C2C=CC=CC=2)=CC=1>[CH3:12][O:11][C:9]1[CH:10]=[C:2]([C:19]#[N:20])[C:3]2[CH:4]=[N:5][N:6]([CH:13]3[CH2:18][CH2:17][CH2:16][CH2:15][O:14]3)[C:7]=2[CH:8]=1 |f:2.3.4,^1:32,34,53,72|. Procedure details: A sealed microwave vial was charged with 4-bromo-6-methoxy-1-(tetrahydro-2H-pyran-2-yl)-1H-indazole (1.50 g, 4.82 mmol), Zn(CN)2 (0.62 g, 5.30 mmol), Pd(PPh3)4 (0.22 g, 0.19 mmol), and DMF (13 mL). The mixture was degassed for 5 min under nitrogen and then heated in a microwave reactor at 145° C. for 25 min. The mixture was diluted with EtOAc and filtered. The filtrate was partitioned between water and EtOAc, and the layers were separated. The organic layer was washed with water (3×), dried (Na2... The reactants are O1CC12CCN(CC2)C2=C(C=C(C=C2)N2C(O[C@H](C2)CNC(C)=O)=O)F ((S)—N-{3-[4-(1-oxa-6-aza-spiro[2.5]oct-6-yl)-3-fluorophenyl]-2-oxo-oxazolidin-5-ylmethyl}-acetamide), SCCO (2-mercaptoethanol), B(F)(F)F (BF3). Product: O1CCSCC12CCN(CC2)C2=C(C=C(C=C2)N2C(O[C@H](C2)CNC(C)=O)=O)F ((S)—N-{3-[4-(1-oxa-4-thia-9-aza-spiro[5.5]undec-9-yl)-3-fluorophenyl]-2-oxo-oxazolidin-5-ylmethyl}-acetamide). RXN SMILES: O1[C:3]2([CH2:8][CH2:7][N:6]([C:9]3[CH:14]=[CH:13][C:12]([N:15]4[CH2:19][C@H:18]([CH2:20][NH:21][C:22](=[O:24])[CH3:23])[O:17][C:16]4=[O:25])=[CH:11][C:10]=3[F:26])[CH2:5][CH2:4]2)[CH2:2]1.[SH:27][CH2:28][CH2:29][OH:30].B(F)(F)F>>[O:30]1[C:3]2([CH2:8][CH2:7][N:6]([C:9]3[CH:14]=[CH:13][C:12]([N:15]4[CH2:19][C@H:18]([CH2:20][NH:21][C:22](=[O:24])[CH3:23])[O:17][C:16]4=[O:25])=[CH:11][C:10]=3[F:26])[CH2:5][CH2:4]2)[CH2:2][S:27][CH2:28][CH2:29]1. Procedure details: The title compound was prepared by reacting (S)—N-{3-[4-(1-oxa-6-aza-spiro[2.5]oct-6-yl)-3-fluorophenyl]-2-oxo-oxazolidin-5-ylmethyl}-acetamide (1.0 mmol) with 2-mercaptoethanol (1.2 mmol), BF3.etherate (catalytic) in tetrahydrofuran (10 ml) at 70-80° C. for 14 hours followed by silica gel column chromatographic purification to provide title compound in 52% yield. Starting materials: C1(=CC=CC2=CC=CC=C12)O (α-naphthol), NC1=CC=CC=C1 (aniline), P(OCC1=CC=CC=C1)(OCC1=CC=CC=C1)[O-] (dibenzyl phosphite). Run in O (water). Conditions: temperature 195 celsius. The product is C1(=CC=CC=C1)NC1=CC=CC2=CC=CC=C12 (N-phenyl-α-naphthylamine). Yield: 85.0%. As a reaction SMILES: [C:1]1(O)[C:10]2[C:5](=[CH:6][CH:7]=[CH:8][CH:9]=2)[CH:4]=[CH:3][CH:2]=1.[NH2:12][C:13]1[CH:18]=[CH:17][CH:16]=[CH:15][CH:14]=1.P([O-])(OCC1C=CC=CC=1)OCC1C=CC=CC=1>O>[C:13]1([NH:12][C:1]2[C:10]3[C:5](=[CH:6][CH:7]=[CH:8][CH:9]=3)[CH:4]=[CH:3][CH:2]=2)[CH:18]=[CH:17][CH:16]=[CH:15][CH:14]=1. Procedure: 288 parts of α-naphthol, 205 parts of aniline and 10 parts of dibenzyl phosphite are mixed and heated to 195° C. The elimination of water commences at this temperature and has ended when the internal temperature is 235° C. 33 parts of water are removed in the course of 4 hours. After distilling off excess α-naphthol and aniline, 374 parts of phenyl-α-naphthylamine, boiling at 202° - 204° C/5 mm Hg, are obtained; the product has a melting point of 55° - 58° C and corresponds to a yield of 85% of ... Reactants: BrB(Br)Br, ClCCl, COc1cccc(C(C)(C)C(C)=O)c1, O. Product: CC(=O)C(C)(C)c1cccc(O)c1. Reaction SMILES: [B:15]([Br:16])([Br:17])[Br:18].[CH2:20]([Cl:21])[Cl:22].[CH3:1][O:2][c:3]1[cH:4][c:5]([C:9]([C:10]([CH3:11])=[O:12])([CH3:13])[CH3:14])[cH:6][cH:7][cH:8]1.[OH2:19]>>[OH:2][c:3]1[cH:4][c:5]([C:9]([C:10]([CH3:11])=[O:12])([CH3:13])[CH3:14])[cH:6][cH:7][cH:8]1. Starting materials: [OH-].[Na+] (sodium hydroxide), ClC=1C=CC2=C(C(=NC3=C(S2)C=CC=C3)N3CCN(CC3)CC(=O)OCC)C1 (ethyl 4-(2-chlorodibenzo[b,f][1,4]thiazepin-11-yl)-1-piperazineacetate). Run in CO (methanol). Product: ClC=1C=CC2=C(C(=NC3=C(S2)C=CC=C3)N3CCN(CC3)CC(=O)O)C1 (4-(2-Chlorodibenzo[b,f ][1,4]thiazepin-11-yl)-1-piperazineacetic acid). The yield is 97.4%. RXN SMILES: [OH-].[Na+].[Cl:3][C:4]1[CH:5]=[CH:6][C:7]2[S:13][C:12]3[CH:14]=[CH:15][CH:16]=[CH:17][C:11]=3[N:10]=[C:9]([N:18]3[CH2:23][CH2:22][N:21]([CH2:24][C:25]([O:27]CC)=[O:26])[CH2:20][CH2:19]3)[C:8]=2[CH:30]=1>CO>[Cl:3][C:4]1[CH:5]=[CH:6][C:7]2[S:13][C:12]3[CH:14]=[CH:15][CH:16]=[CH:17][C:11]=3[N:10]=[C:9]([N:18]3[CH2:19][CH2:20][N:21]([CH2:24][C:25]([OH:27])=[O:26])[CH2:22][CH2:23]3)[C:8]=2[CH:30]=1 |f:0.1|. Procedure details: 2N Aqueous sodium hydroxide solution (5 ml) was added to a solution of 2.08 g of ethyl 4-(2-chlorodibenzo[b,f][1,4]thiazepin-11-yl)-1-piperazineacetate in 21 ml of methanol. The solution was refluxed for 30 min and then concentrated. The residue was dissolved in hot water and the solution was neutralized with 0.5N hydrochloric acid. The yellowish viscous precipitates were extracted with chloroform. The chloroform layer was washed with water, dried and concentrated to give 1.89 g of pale yellow c...